Dataset: the Open Reaction Database (ORD), a public repository of structured organic reaction records. Task: describe an organic reaction: reactants, conditions, products, and yield The reactants are BrCBr, Br, CCOC(=O)C1CC(OS(=O)(=O)c2ccc(C)cc2)=NN1c1ncccc1Cl. The product is CCOC(=O)C1CC(Br)=NN1c1ncccc1Cl. As a reaction SMILES: [Br:30][CH2:31][Br:32].[BrH:1].[Cl:2][c:3]1[c:4]([N:9]2[N:10]=[C:11]([O:19][S:20]([c:21]3[cH:22][cH:23][c:24]([CH3:25])[cH:26][cH:27]3)(=[O:28])=[O:29])[CH2:12][CH:13]2[C:14](=[O:15])[O:16][CH2:17][CH3:18])[n:5][cH:6][cH:7][cH:8]1>>[Br:1][C:11]1=[N:10][N:9]([c:4]2[c:3]([Cl:2])[cH:8][cH:7][cH:6][n:5]2)[CH:13]([C:14](=[O:15])[O:16][CH2:17][CH3:18])[CH2:12]1. Yields the product CCOC(=O)c1cc2c(NC(=O)c3cccs3)nn(C(C)OCC)c2s1. Reaction SMILES: [Br:25][c:26]1[c:27]2[c:28]([n:29]([CH:31]([CH3:32])[O:33][CH2:34][CH3:35])[n:30]1)[s:36][c:37]([C:39](=[O:40])[O:41][CH2:42][CH3:43])[cH:38]2.[Cu:50][I:51].[K+:22].[K+:23].[K+:24].[NH2:1][CH:2]1[CH2:3][CH2:4][CH2:5][CH2:6][CH:7]1[NH2:8].[O:44]1[CH2:45][CH2:46][O:47][CH2:48][CH2:49]1.[P:17]([O-:18])([O-:19])([O-:20])=[O:21].[s:9]1[c:10]([C:14](=[O:15])[NH2:16])[cH:11][cH:12][cH:13]1>>[s:9]1[c:10]([C:14](=[O:15])[NH:16][c:26]2[c:27]3[c:28]([n:29]([CH:31]([CH3:32])[O:33][CH2:34][CH3:35])[n:30]2)[s:36][c:37]([C:39](=[O:40])[O:41][CH2:42][CH3:43])[cH:38]3)[cH:11][cH:12][cH:13]1. Reactants: CCOC(=O)c1cc2c(Br)nn(C(C)OCC)c2s1, [Cu]I, [K+], [K+], [K+], NC1CCCCC1N, C1COCCO1, O=P([O-])([O-])[O-], NC(=O)c1cccs1. Reactants: O (water), ice, ClC1=NC(=NC(=C1C(=O)OCC)N(C1=CC=CC=C1)CCC(=O)OCC)SC (ethyl 4-chloro-6-((3-ethoxy-3-oxopropyl)(phenyl)amino)-2-(methylthio)pyrimidine-5-carboxylate), [Li+].CC(C)[N-]C(C)C (LDA). Solvent: O1CCCC1 (tetrahydrofuran). Reaction conditions: time 1 hour. The product is ClC=1C2=C(N=C(N1)SC)N(CC(C2=O)C(=O)OCC)C2=CC=CC=C2 (ethyl 4-chloro-2-(methylthio)-5-oxo-8-phenyl-5,6,7,8-tetrahydropyrido[2,3-d]pyrimidine-6-carboxylate). Isolated yield 102.4%. RXN SMILES: [Cl:1][C:2]1[C:7]([C:8](OCC)=[O:9])=[C:6]([N:13]([CH2:20][CH2:21][C:22]([O:24][CH2:25][CH3:26])=[O:23])[C:14]2[CH:19]=[CH:18][CH:17]=[CH:16][CH:15]=2)[N:5]=[C:4]([S:27][CH3:28])[N:3]=1.[Li+].CC([N-]C(C)C)C.O>O1CCCC1>[Cl:1][C:2]1[C:7]2[C:8](=[O:9])[CH:21]([C:22]([O:24][CH2:25][CH3:26])=[O:23])[CH2:20][N:13]([C:14]3[CH:15]=[CH:16][CH:17]=[CH:18][CH:19]=3)[C:6]=2[N:5]=[C:4]([S:27][CH3:28])[N:3]=1 |f:1.2|. Reported procedure: To an ice-cooled solution of ethyl 4-chloro-6-((3-ethoxy-3-oxopropyl)(phenyl)amino)-2-(methylthio)pyrimidine-5-carboxylate (23.0 g, 54.25 mmol) in tetrahydrofuran (400 mL), LDA [generated at 0° C. using diisopropylamine (25.37 mL, 179.4 mmol) and n-BuLi (74.2 mL, 173.9 mmol) in tetrahydrofuran (300 mL)] was added dropwise. The reaction mixture was further stirred for additional 1 h and water (500 mL) was added to the reaction mixture. The organic layer was separated and the aqueous layer was ext... Reactants: CO, O=[N+]([O-])c1ccc(SCCN2CCOCC2)cc1, O=S(=O)(O)O. Yields the product O=[N+]([O-])c1ccc(S(=O)CCN2CCOCC2)cc1. Reaction SMILES: [CH3:24][OH:25].[O:1]1[CH2:2][CH2:3][N:4]([CH2:7][CH2:8][S:9][c:10]2[cH:11][cH:12][c:13]([N+:16](=[O:17])[O-:18])[cH:14][cH:15]2)[CH2:5][CH2:6]1.[S:19]([OH:20])(=[O:21])(=[O:22])[OH:23]>>[O:1]1[CH2:2][CH2:3][N:4]([CH2:7][CH2:8][S:9]([c:10]2[cH:11][cH:12][c:13]([N+:16](=[O:17])[O-:18])[cH:14][cH:15]2)=[O:20])[CH2:5][CH2:6]1.